This data is from the Open Reaction Database (ORD), a public repository of structured organic reaction records. The task is: describe an organic reaction: reactants, conditions, products, and yield Reactants: CC1=CC=C(C=C1)S(=O)CC#C (4-methyl-1-(prop-2-ynylsulfinyl)benzene), Br (hydrobromic acid). Solvent: C(C)(=O)OCCC (propyl acetate). Run at temperature 100 celsius. Yields the product BrCC=1C2=C(SC1)C=CC(=C2)C (3-(bromomethyl)-5-methylbenzo[b]thiophene). Isolated yield 88.0%. Reaction SMILES: [CH3:1][C:2]1[CH:7]=[CH:6][C:5]([S:8]([CH2:10][C:11]#[CH:12])=O)=[CH:4][CH:3]=1.[BrH:13]>C(OCCC)(=O)C>[Br:13][CH2:12][C:11]1[C:6]2[CH:7]=[C:2]([CH3:1])[CH:3]=[CH:4][C:5]=2[S:8][CH:10]=1. Reported procedure: In 445 mL of propyl acetate, was dissolved the compound obtained in Example 11 (29.7 g, 167 mmol). The resulting solution was heated at 100° C. for 1 hour. The solution was then cooled with ice to keep the internal temperature of the reaction system at 10° C. To the cooled solution, was added 22.8 mL of a 48% hydrobromic acid. The obtained mixture was allowed to stand under cooling with ice for 1 hour and 30 minutes. The aqueous layer was separated, and the organic layer was washed with 50 mL of... The reactants are OCC=1C=C(OC2=NC=CC=C2/C(/C(=O)OC)=C\OC)C=CC1 ((E)-methyl 2-[2-(3-hydroxymethylphenoxy)pyridin-3-yl]-3-methoxypropenoate), [Cr](=O)(=O)([O-])O[Cr](=O)(=O)[O-].[NH+]1=CC=CC=C1.[NH+]1=CC=CC=C1 (pyridinium dichromate), O (Water). The solvent is ClCCl (dichloromethane). Conditions: time 3 hour. Yields the product C(=O)C=1C=C(OC2=NC=CC=C2/C(/C(=O)OC)=C\OC)C=CC1 ((E)-methyl 2-[2-(3-formylphenoxy)pyridin-3-yl]-3-methoxypropenoate). Isolated yield 54.8%. As a reaction SMILES: [OH:1][CH2:2][C:3]1[CH:4]=[C:5]([CH:21]=[CH:22][CH:23]=1)[O:6][C:7]1[C:12](/[C:13](=[CH:18]\[O:19][CH3:20])/[C:14]([O:16][CH3:17])=[O:15])=[CH:11][CH:10]=[CH:9][N:8]=1.[Cr](O[Cr]([O-])(=O)=O)([O-])(=O)=O.[NH+]1C=CC=CC=1.[NH+]1C=CC=CC=1.O>ClCCl>[CH:2]([C:3]1[CH:4]=[C:5]([CH:21]=[CH:22][CH:23]=1)[O:6][C:7]1[C:12](/[C:13](=[CH:18]\[O:19][CH3:20])/[C:14]([O:16][CH3:17])=[O:15])=[CH:11][CH:10]=[CH:9][N:8]=1)=[O:1] |f:1.2.3|. Reported procedure: To a stirred solution of (E)-methyl 2-[2-(3-hydroxymethylphenoxy)pyridin-3-yl]-3-methoxypropenoate (0.250 g) in dichloromethane (5 ml) at room temperature was added pyridinium dichromate (0.414 g). After stirring for 3 hours, GC analysis of an aliquot indicated the absence of starting material. Water was added and stirring continued for 10 minutes. The reaction mixture was filtered (filter washed through with water (5 ml) and dichloromethane (5 ml)) and then further diluted with dichloromethane ... Reactants: C(C)(C)(C)OC(=O)N1C(C=C(C2=CC(=CC=C12)C1=C(C=CC=C1)OC)C(C)O)(C)C.COC1=C(C=CC=C1)C=1C=C2C(=CC(NC2=CC1)(C)C)C(C)OCC=C(C)C (6-(2-Methoxyphenyl)-2,2-dimethyl-4-[1-(3-methylbut-2-enyloxy)ethyl]-1,2-dihydroquinoline 4-(1-Hydroxyethyl)-6-(2-methoxyphenyl)-2,2-dimethyl-2H-quinoline-1-carboxylic acid tert-butyl ester), solution, C[Si](C)(C)[N-][Si](C)(C)C.[Na+] (sodium bis(trimethylsilyl)amide). The solvent is C1CCOC1 (THF), BrCC=C(C)C (4-bromo-2-methyl-2-butene). The product is C(\C=C\C)OC(C)C1=CC(NC2=CC=C(C=C12)C1=C(C=CC=C1)OC)(C)C (4-{1-[((E)-but-2-enyl)oxy]ethyl}-6-(2-methoxyphenyl)-2,2-dimethyl-2H-quinoline). The yield is 32.7%. As a reaction SMILES: C(OC(N1C2C(=CC(C3C=CC=CC=3OC)=CC=2)C(C(O)C)=CC1(C)C)=O)(C)(C)C.[CH3:31][O:32][C:33]1[CH:38]=[CH:37][CH:36]=[CH:35][C:34]=1[C:39]1[CH:40]=[C:41]2[C:46](=[CH:47][CH:48]=1)[NH:45][C:44]([CH3:50])([CH3:49])[CH:43]=[C:42]2[CH:51]([O:53][CH2:54][CH:55]=[C:56](C)[CH3:57])[CH3:52].C[Si]([N-][Si](C)(C)C)(C)C.[Na+]>C1COCC1.BrCC=C(C)C>[CH2:54]([O:53][CH:51]([C:42]1[C:41]2[C:46](=[CH:47][CH:48]=[C:39]([C:34]3[CH:35]=[CH:36][CH:37]=[CH:38][C:33]=3[O:32][CH3:31])[CH:40]=2)[NH:45][C:44]([CH3:50])([CH3:49])[CH:43]=1)[CH3:52])/[CH:55]=[CH:56]/[CH3:57] |f:0.1,2.3|. Procedure: 6-(2-Methoxyphenyl)-2,2-dimethyl-4-[1-(3-methylbut-2-enyloxy)ethyl]-1,2-dihydroquinoline 4-(1-Hydroxyethyl)-6-(2-methoxyphenyl)-2,2-dimethyl-2H-quinoline-1-carboxylic acid tert-butyl ester (96 mg) was treated with 450 μL of 1 M solution of sodium bis(trimethylsilyl)amide in THF and 50 μL of 4-bromo-2-methyl-2-butene to give the alkylated product, which was deprotected to yield 14.5 mg of the title compound as an oil.